Task: describe an organic reaction: reactants, conditions, products, and yield. Dataset: the Open Reaction Database (ORD), a public repository of structured organic reaction records The reactants are [BH4-], O=C([O-])[O-], C1CCOC1, Cc1ccccc1, CCOC(C)=O, COC(=O)Cn1c(-c2ccc(Cl)cc2)c(CCC(=O)N2CCN(c3ccccc3OC)CC2)c2cc(Cl)ccc21, Cl, [K+], [K+], [Li+]. The product is COc1ccccc1N1CCN(C(=O)CCc2c(-c3ccc(Cl)cc3)n(CCO)c3ccc(Cl)cc23)CC1. Reaction SMILES: [BH4-:1].[C:44](=[O:45])([O-:46])[O-:47].[CH2:50]1[O:51][CH2:52][CH2:53][CH2:54]1.[CH3:55][c:56]1[cH:57][cH:58][cH:59][cH:60][cH:61]1.[CH3:62][CH2:63][O:64][C:65](=[O:66])[CH3:67].[Cl:3][c:4]1[cH:5][c:6]2[c:7]([CH2:25][CH2:26][C:27](=[O:28])[N:29]3[CH2:30][CH2:31][N:32]([c:35]4[c:36]([O:41][CH3:42])[cH:37][cH:38][cH:39][cH:40]4)[CH2:33][CH2:34]3)[c:8](-[c:18]3[cH:19][cH:20][c:21]([Cl:24])[cH:22][cH:23]3)[n:9]([CH2:13][C:14](=[O:15])[O:16][CH3:17])[c:10]2[cH:11][cH:12]1.[ClH:43].[K+:48].[K+:49].[Li+:2]>>[Cl:3][c:4]1[cH:5][c:6]2[c:7]([CH2:25][CH2:26][C:27](=[O:28])[N:29]3[CH2:30][CH2:31][N:32]([c:35]4[c:36]([O:41][CH3:42])[cH:37][cH:38][cH:39][cH:40]4)[CH2:33][CH2:34]3)[c:8](-[c:18]3[cH:19][cH:20][c:21]([Cl:24])[cH:22][cH:23]3)[n:9]([CH2:13][CH2:14][OH:15])[c:10]2[cH:11][cH:12]1.